Dataset: the Open Reaction Database (ORD), a public repository of structured organic reaction records. Task: describe an organic reaction: reactants, conditions, products, and yield Reactants: Cl, C1COCCO1, O, O=[Se]=O, CCOC(=O)c1cc(C(=O)c2ccc(Cl)cc2)n(Cc2ccccn2)c1. Product: CCOC(=O)c1c[nH]c(C(=O)c2ccc(Cl)cc2)c1. As a reaction SMILES: [ClH:1].[O:28]1[CH2:29][CH2:30][O:31][CH2:32][CH2:33]1.[OH2:37].[Se:34](=[O:35])=[O:36].[n:2]1[cH:3][cH:4][cH:5][cH:6][c:7]1[CH2:8][n:9]1[cH:10][c:11]([C:23](=[O:24])[O:25][CH2:26][CH3:27])[cH:12][c:13]1[C:14]([c:15]1[cH:16][cH:17][c:18]([Cl:21])[cH:19][cH:20]1)=[O:22]>>[nH:9]1[cH:10][c:11]([C:23](=[O:24])[O:25][CH2:26][CH3:27])[cH:12][c:13]1[C:14]([c:15]1[cH:16][cH:17][c:18]([Cl:21])[cH:19][cH:20]1)=[O:22]. Reactants: C1(CCCCC1)NC(C)C=1C=NC=CC1 (N-cyclohexyl-[1-(3-pyridyl)ethyl]amine), C(CCC)SCC(=O)O (α-(n-butylthio)acetic acid), C1(CCCCC1)N=C=NC1CCCCC1 (N,N'-dicyclohexylcarbodiimide). The solvent is ClCCl (dichloromethane). The product is N1=CC(=CC=C1)C(C)N(C(CSCCCC)=O)C1CCCCC1 (N-[1-(3-pyridyl)ethyl]-N-cyclohexyl-α-(n-butylthio)acetamide). RXN SMILES: [CH:1]1([NH:7][CH:8]([C:10]2[CH:11]=[N:12][CH:13]=[CH:14][CH:15]=2)[CH3:9])[CH2:6][CH2:5][CH2:4][CH2:3][CH2:2]1.[CH2:16]([S:20][CH2:21][C:22](O)=[O:23])[CH2:17][CH2:18][CH3:19].C1(N=C=NC2CCCCC2)CCCCC1>ClCCl>[N:12]1[CH:13]=[CH:14][CH:15]=[C:10]([CH:8]([N:7]([CH:1]2[CH2:6][CH2:5][CH2:4][CH2:3][CH2:2]2)[C:22](=[O:23])[CH2:21][S:20][CH2:16][CH2:17][CH2:18][CH3:19])[CH3:9])[CH:11]=1. Procedure details: N-[1-(3-pyridyl)ethyl]-N-cyclohexyl-α-(n-butylthio)acetamide was prepared by the method of Example 2 by reacting 5.0 g. of N-cyclohexyl-[1-(3-pyridyl)ethyl]amine with 3.6 g. of α-(n-butylthio)acetic acid and 5.0 g. of N,N'-dicyclohexylcarbodiimide in 200 ml. of dichloromethane. Oil. The reactants are C=O, CNC, CC(=O)O, CCOC(C)=O, Cc1cc2cc(C=CC(=O)OCc3ccccc3)ccc2[nH]1, [Na+], C1CCOC1, [OH-]. The product is Cc1[nH]c2ccc(C=CC(=O)OCc3ccccc3)cc2c1CN(C)C. As a reaction SMILES: [CH2:26]=[O:27].[CH3:1][NH:2][CH3:3].[CH3:30][C:31](=[O:32])[OH:33].[CH3:39][CH2:40][O:41][C:42](=[O:43])[CH3:44].[CH3:4][c:5]1[nH:6][c:7]2[cH:8][cH:9][c:10]([CH:14]=[CH:15][C:16](=[O:17])[O:18][CH2:19][c:20]3[cH:21][cH:22][cH:23][cH:24][cH:25]3)[cH:11][c:12]2[cH:13]1.[Na+:29].[O:34]1[CH2:35][CH2:36][CH2:37][CH2:38]1.[OH-:28]>>[CH3:1][N:2]([CH3:3])[CH2:26][c:13]1[c:5]([CH3:4])[nH:6][c:7]2[cH:8][cH:9][c:10]([CH:14]=[CH:15][C:16](=[O:17])[O:18][CH2:19][c:20]3[cH:21][cH:22][cH:23][cH:24][cH:25]3)[cH:11][c:12]21. Starting materials: B(Br)(Br)Br (boron tribromide), Br.NCCCCCCNC(C1=CC(=C(C(=C1)[N+](=O)[O-])O)OC)=O (N-(6-aminohexyl)-4-hydroxy-5-nitro-m-anisamide hydrobromide). The solvent is C(Cl)Cl (methylene chloride). Run at time 17 hour. Yields the product Br.NCCCCCCNC(C1=CC(=C(C(=C1)[N+](=O)[O-])O)O)=O (N-6-aminohexyl-3,4-dihydroxy-5-nitrobenzamide hydrobromide). RXN SMILES: B(Br)(Br)[Br:2].Br.[NH2:6][CH2:7][CH2:8][CH2:9][CH2:10][CH2:11][CH2:12][NH:13][C:14](=[O:27])[C:15]1[CH:20]=[C:19]([N+:21]([O-:23])=[O:22])[C:18]([OH:24])=[C:17]([O:25]C)[CH:16]=1>C(Cl)Cl>[BrH:2].[NH2:6][CH2:7][CH2:8][CH2:9][CH2:10][CH2:11][CH2:12][NH:13][C:14](=[O:27])[C:15]1[CH:20]=[C:19]([N+:21]([O-:23])=[O:22])[C:18]([OH:24])=[C:17]([OH:25])[CH:16]=1 |f:1.2,4.5|. Procedure details: 1.25 g of boron tribromide are added -20° to a suspension of 392.3 mg of N-(6-aminohexyl)-4-hydroxy-5-nitro-m-anisamide hydrobromide in 25 ml of dry methylene chloride. After the addition the mixture is stirred at -20° for 1 hour and subsequently at room temperature for 17 hours. The reaction mixture is then evaporated, the residue is treated with 10 ml of water and stirred at room temperature for 1 hour. After evaporating the water the residue is chromatographed on Sephadex LH 20 with toluene/e... Starting materials: CCc1cc(C2OC(OC(C)=O)C(OC(C)=O)C2OC(C)=O)no1, CC#N, Clc1nc(Cl)c2[nH]cnc2n1, ClCCl, C[Si](C)(C)OS(=O)(=O)C(F)(F)F, C1CCC2=NCCCN2CC1. The product is CCc1cc(C2OC(n3cnc4c(Cl)nc(Cl)nc43)C(OC(C)=O)C2OC(C)=O)no1. Reaction SMILES: [C:1]([CH3:2])(=[O:3])[O:4][CH:5]1[CH:6]([c:18]2[n:19][o:20][c:21]([CH2:23][CH3:24])[cH:22]2)[O:7][CH:8]([O:14][C:15](=[O:16])[CH3:17])[CH:9]1[O:10][C:11]([CH3:12])=[O:13].[CH3:59][C:60]#[N:61].[Cl:25][c:26]1[n:27][c:28]([Cl:35])[c:29]2[nH:30][cH:31][n:32][c:33]2[n:34]1.[Cl:62][CH2:63][Cl:64].[F:47][C:48]([F:49])([F:50])[S:51]([O:52][Si:53]([CH3:54])([CH3:55])[CH3:56])(=[O:57])=[O:58].[N:36]12[CH2:37][CH2:38][CH2:39][N:40]=[C:41]1[CH2:42][CH2:43][CH2:44][CH2:45][CH2:46]2>>[C:1]([CH3:2])(=[O:3])[O:4][CH:5]1[CH:6]([c:18]2[n:19][o:20][c:21]([CH2:23][CH3:24])[cH:22]2)[O:7][CH:8]([n:32]2[cH:31][n:30][c:29]3[c:28]([Cl:35])[n:27][c:26]([Cl:25])[n:34][c:33]32)[CH:9]1[O:10][C:11]([CH3:12])=[O:13]. Yield: 68.4%. Product: C(CC)N(C(N(N=O)CCCl)=O)C([C@@H]1[C@H]([C@@H]([C@H]([C@@](O)(O1)CC(C)C)O)O)O)O (3-n-propyl-3-(isobutyl α-D-glucopyranose-6-yl)-1-(2-chloroethyl)-1-nitrosourea). The solvent is CO (methanol). RXN SMILES: [N:1](OCCC(C)C)=[O:2].[CH2:9]([N:12]([CH:19]([OH:34])[C@H:20]1[O:26][C@:24]([CH2:27][CH:28]([CH3:30])[CH3:29])([OH:25])[C@H:23]([OH:31])[C@@H:22]([OH:32])[C@@H:21]1[OH:33])[C:13](=[O:18])[NH:14][CH2:15][CH2:16][Cl:17])[CH2:10][CH3:11].O1CCOCC1.S(=O)(=O)(O)O>CO>[CH2:9]([N:12]([CH:19]([OH:34])[C@H:20]1[O:26][C@:24]([CH2:27][CH:28]([CH3:29])[CH3:30])([OH:25])[C@H:23]([OH:31])[C@@H:22]([OH:32])[C@@H:21]1[OH:33])[C:13](=[O:18])[N:14]([CH2:15][CH2:16][Cl:17])[N:1]=[O:2])[CH2:10][CH3:11]. The reactants are N(=O)OCCC(C)C (Isoamyl nitrite), C(CC)N(C(NCCCl)=O)C([C@@H]1[C@H]([C@@H]([C@H]([C@@](O)(O1)CC(C)C)O)O)O)O (3-n-propyl-3-(isobutyl α-D-glucopyranose-6-yl)-1-(2-chloroethyl)urea), O1CCOCC1 (dioxane), S(O)(O)(=O)=O (sulfuric acid). Reported procedure: Isoamyl nitrite (4 ml) was dropped into a solution of the above synthesized 3-n-propyl-3-(isobutyl α-D-glucopyranose-6-yl)-1-(2-chloroethyl)urea (3.47 g, 9.06 mmol) in a mixture of methanol (50 ml), dioxane (150 ml), and 10% sulfuric acid (50 ml), with well stirring at 0° to 5° C. After stirring for further 3 hours to complete reaction, which was confirmed by TLC, the reaction mixture was vacuum-concentrated at 25° C. and crystallized from ethanol and water, giving 2.55 g of 3-n-propyl-3-(isobut... Starting materials: Oc1ccc(Br)cc1, CC(C)(C)[Si](C)(C)Cl, CN(C)C=O, O, c1c[nH]cn1. The product is CC(C)(C)[Si](C)(C)Oc1ccc(Br)cc1. Reaction SMILES: [Br:1][c:2]1[cH:3][cH:4][c:5]([OH:8])[cH:6][cH:7]1.[C:14]([CH3:15])([CH3:16])([CH3:17])[Si:18]([CH3:19])([CH3:20])[Cl:21].[CH3:23][N:24]([CH3:25])[CH:26]=[O:27].[OH2:22].[nH:9]1[cH:10][cH:11][n:12][cH:13]1>>[Br:1][c:2]1[cH:3][cH:4][c:5]([O:8][Si:18]([C:14]([CH3:15])([CH3:16])[CH3:17])([CH3:19])[CH3:20])[cH:6][cH:7]1. Starting materials: Br, C1CCOC1, C=CBr, [Cl-], [NH4+], O, O=Cc1ccc(O)cc1. Yields the product C=CC(O)c1ccc(O)cc1. As a reaction SMILES: [Br:4].[CH2:16]1[O:17][CH2:18][CH2:19][CH2:20]1.[CH:1](=[CH2:2])[Br:3].[Cl-:14].[NH4+:15].[OH2:21].[OH:5][c:6]1[cH:7][cH:8][c:9]([CH:10]=[O:11])[cH:12][cH:13]1>>[CH:1](=[CH2:2])[CH:10]([c:9]1[cH:8][cH:7][c:6]([OH:5])[cH:13][cH:12]1)[OH:11]. The reactants are c1cc(OC2CCNCC2)ccc1OCCOC1CC1, O=C(CCl)NC1COc2nc([N+](=O)[O-])cn2C1. The product is O=C(CN1CCC(Oc2ccc(OCCOC3CC3)cc2)CC1)NC1COc2nc([N+](=O)[O-])cn2C1. Reaction SMILES: [CH:18]1([O:21][CH2:22][CH2:23][O:24][c:25]2[cH:26][cH:27][c:28]([O:29][CH:30]3[CH2:31][CH2:32][NH:33][CH2:34][CH2:35]3)[cH:36][cH:37]2)[CH2:19][CH2:20]1.[Cl:1][CH2:2][C:3](=[O:4])[NH:5][CH:6]1[CH2:7][n:8]2[c:9]([n:12][c:13]([N+:15](=[O:16])[O-:17])[cH:14]2)[O:10][CH2:11]1>>[CH2:2]([C:3](=[O:4])[NH:5][CH:6]1[CH2:7][n:8]2[c:9]([n:12][c:13]([N+:15](=[O:16])[O-:17])[cH:14]2)[O:10][CH2:11]1)[N:33]1[CH2:32][CH2:31][CH:30]([O:29][c:28]2[cH:27][cH:26][c:25]([O:24][CH2:23][CH2:22][O:21][CH:18]3[CH2:19][CH2:20]3)[cH:37][cH:36]2)[CH2:35][CH2:34]1. The product is CCOc1ccc2c(c1)N=C(c1cccc(-c3ccnc(C)c3)c1)CC(=O)N2. The reactants are CCOc1ccc(NC(=O)CC(=O)c2cccc(-c3ccnc(C)c3)c2)c(NC(=O)OC(C)(C)C)c1, ClCCl, O=C(O)C(F)(F)F. RXN SMILES: [C:1]([O:2][C:3](=[O:4])[NH:7][c:8]1[c:9]([NH:17][C:18]([CH2:19][C:20](=[O:5])[c:22]2[cH:23][c:24](-[c:28]3[cH:29][c:30]([CH3:34])[n:31][cH:32][cH:33]3)[cH:25][cH:26][cH:27]2)=[O:35])[cH:10][cH:11][c:12]([O:14][CH2:15][CH3:16])[cH:13]1)([CH3:6])([CH3:21])[CH3:36].[Cl:44][CH2:45][Cl:46].[F:37][C:38]([F:39])([F:40])[C:41]([OH:42])=[O:43]>>[N:7]1=[C:20]([c:22]2[cH:23][c:24](-[c:28]3[cH:29][c:30]([CH3:34])[n:31][cH:32][cH:33]3)[cH:25][cH:26][cH:27]2)[CH2:19][C:18](=[O:35])[NH:17][c:9]2[c:8]1[cH:13][c:12]([O:14][CH2:15][CH3:16])[cH:11][cH:10]2.